This data is from the Open Reaction Database (ORD), a public repository of structured organic reaction records. The task is: describe an organic reaction: reactants, conditions, products, and yield The reactants are c1(ccccc1)CN, [B-](C(C(C)C)C)(C(C(C)C)C)C(C(C)C)C.[K+], C1CN(C[C@@H](C1=O)O)S(=O)(=O)C. The reagents and catalysts are c1ccc(cc1)-c2c3ccccc3cc4ccccc24 (9-Phenylanthracene). Reaction conditions: temperature 25 celsius, time 18 hour. Product: CS(=O)(=O)N1CC[C@@H](N)[C@@H](O)C1. As a reaction SMILES: [K+].CC(C([BH-](C(C(C)C)C)C(C(C)C)C)C)C.[NH2:1]Cc1ccccc1.[CH3:2][S:3]([N:6]1[CH2:12][C@H:10]([OH:11])[C:9](=O)[CH2:8][CH2:7]1)(=[O:5])=[O:4]>>[CH3:2][S:3]([N:6]1[CH2:12][C@H:10]([OH:11])[C@H:9]([NH2:1])[CH2:8][CH2:7]1)(=[O:5])=[O:4]. The reactants are C(C)(C)(C)OC(=O)N1CCN(CC1)C1=CC(NC2=CC(=CC=C12)Cl)=O (4-[4-(tert-Butoxycarbonyl)piperazin-1-yl]-7-chloroquinol-2-one), [H-].[Na+] (sodium hydride), N-phenyl(trifluoromethylsulfon)imide, COCCN (2-methoxyethylamine). The product is C(C)(C)(C)OC(=O)N1CCN(CC1)C1=CC(=NC2=CC(=CC=C12)Cl)NCCOC (4-[4-(tert-butoxycarbonyl)piperazin-1-yl]-7-chloro-2-(2-methoxyethylamino)quinoline). The yield is 50.5%. As a reaction SMILES: [C:1]([O:5][C:6]([N:8]1[CH2:13][CH2:12][N:11]([C:14]2[C:23]3[C:18](=[CH:19][C:20]([Cl:24])=[CH:21][CH:22]=3)[NH:17][C:16](=O)[CH:15]=2)[CH2:10][CH2:9]1)=[O:7])([CH3:4])([CH3:3])[CH3:2].[H-].[Na+].[CH3:28][O:29][CH2:30][CH2:31][NH2:32]>>[C:1]([O:5][C:6]([N:8]1[CH2:13][CH2:12][N:11]([C:14]2[C:23]3[C:18](=[CH:19][C:20]([Cl:24])=[CH:21][CH:22]=3)[N:17]=[C:16]([NH:32][CH2:31][CH2:30][O:29][CH3:28])[CH:15]=2)[CH2:10][CH2:9]1)=[O:7])([CH3:2])([CH3:3])[CH3:4] |f:1.2|. Reported procedure: 4-[4-(tert-Butoxycarbonyl)piperazin-1-yl]-7-chloroquinol-2-one (150 mg, 0.4 mmol), sodium hydride (15 mg, 0.6 mmol), N-phenyl(trifluoromethylsulfon)imide (208 mg, 0.56 mmol), and 2-methoxyethylamine (362 μL, 4.0 mmol) are treated according to method E yielding 85 mg of 4-[4-(tert-butoxycarbonyl)piperazin-1-yl]-7-chloro-2-(2-methoxyethylamino)quinoline. 74 mg thereof are treated with TFA-CH2Cl2 1:1 (0.6 mL) for 1 h and concentrated. The residue is converted into the title product with 4-fluorophe... Product: Hydrated hafnium-ammonium-gluconate, O=C([C@H](O)[C@@H](O)[C@H](O)[C@H](O)CO)O (gluconic acid), [Hf] (hafnium). RXN SMILES: O(Cl)Cl.[Hf:4].CO.[O:7]=[C:8]([OH:19])[C@@H:9]([C@H:11]([C@@H:13]([C@@H:15]([CH2:17][OH:18])[OH:16])[OH:14])[OH:12])[OH:10]>>[O:7]=[C:8]([OH:19])[C@@H:9]([C@H:11]([C@@H:13]([C@@H:15]([CH2:17][OH:18])[OH:16])[OH:14])[OH:12])[OH:10].[Hf:4] |f:0.1|. Reaction conditions: time 30 minute. Reported procedure: Hydrated hafnium-ammonium-gluconate was prepared as follows: 125 grams of hafnium oxychloride.8H2O was dissolved in 600 ml of 50% aqueous solution gluconic acid. Four litters of anhydrous methanol were added to precipitate the hafnium-gluconate and the suspension was heated to 60° with stirring for 30 minutes. The pH of the preparation was then adjusted to 6.5 by addition of concentrated NH4OH. The hot solution was filtered to remove NH4Cl and ammonium gluconate. The precipitate was dried at 90°... Run in aqueous solution. The reactants are CO (methanol), O=C([C@H](O)[C@@H](O)[C@H](O)[C@H](O)CO)O (gluconic acid), O(Cl)Cl.[Hf] (hafnium oxychloride). Reactants: Cl.Cl.ClC=1C=C(C=CC1Cl)C1N(CCN(C1)C(C1=CC(=CC(=C1)C)C)=O)C(CNC1CCNCC1)=O ((+,-)-2-(3,4-dichlorophenyl)-4-[3,5-dimethylbenzoyl]-1-[(4-piperidinylamino)acetyl]piperazine, dihydrochloride), CCN(C(C)C)C(C)C (Hunig's base), [BH3-]C#N.[Na+] (NaBH3CN), C(CCC1=CC=CC=C1)=O (hydrocinnamaldehyde). Solvent: C(F)(F)(F)CO (CF3CH2OH). Reaction conditions: temperature 0 celsius, time 10 minute. The product is ClC=1C=C(C=CC1Cl)C1N(CCN(C1)C(C1=CC(=CC(=C1)C)C)=O)C(CNC1CCN(CC1)CCCC1=CC=CC=C1)=O ((+,-)-2-(3,4-dichlorophenyl)-4-(3,5-dimethylbenzoyl)-1-[[[1-(3-phenylpropyl)-4-piperidinyl]amino]acetyl]piperazine). As a reaction SMILES: Cl.Cl.[Cl:3][C:4]1[CH:5]=[C:6]([CH:11]2[CH2:16][N:15]([C:17](=[O:26])[C:18]3[CH:23]=[C:22]([CH3:24])[CH:21]=[C:20]([CH3:25])[CH:19]=3)[CH2:14][CH2:13][N:12]2[C:27](=[O:36])[CH2:28][NH:29][CH:30]2[CH2:35][CH2:34][NH:33][CH2:32][CH2:31]2)[CH:7]=[CH:8][C:9]=1[Cl:10].CCN(C(C)C)C(C)C.[CH:46](=O)[CH2:47][CH2:48][C:49]1[CH:54]=[CH:53][CH:52]=[CH:51][CH:50]=1.[BH3-]C#N.[Na+]>C(CO)(F)(F)F>[Cl:3][C:4]1[CH:5]=[C:6]([CH:11]2[CH2:16][N:15]([C:17](=[O:26])[C:18]3[CH:19]=[C:20]([CH3:25])[CH:21]=[C:22]([CH3:24])[CH:23]=3)[CH2:14][CH2:13][N:12]2[C:27](=[O:36])[CH2:28][NH:29][CH:30]2[CH2:31][CH2:32][N:33]([CH2:46][CH2:47][CH2:48][C:49]3[CH:54]=[CH:53][CH:52]=[CH:51][CH:50]=3)[CH2:34][CH2:35]2)[CH:7]=[CH:8][C:9]=1[Cl:10] |f:0.1.2,5.6|. Procedure details: To a solution of compound 1 obtained from Example 9 (0.4 g, 0.7 mmol) in CF3CH2OH (5 mL) was added Hunig's base (0.21 g, 1.6 mmol) at 0° C. After stirring at 0° C. for 10 min, hydrocinnamaldehyde (94 mg, 0.7 mmol) was added. The reaction was stirred at 0° C. for additional 2.5 h, and NaBH3CN (100 mg, 1.6 mmol) was added. The mixture was stirred at 0° C. and gradually warmed to RT overnight. After reaction was complete, it was worked up and purified as described in Example 7 to give the title com...